This data is from the Open Reaction Database (ORD), a public repository of structured organic reaction records. The task is: describe an organic reaction: reactants, conditions, products, and yield Reactants: CS(=O)(=O)OCC1(C#N)CC1, CC1(C)OB(c2cn[nH]c2)OC1(C)C, CN(C)C=O, CCOC(C)=O, [H-], [Na+]. Yields the product CC1(C)OB(c2cnn(CC3(C#N)CC3)c2)OC1(C)C. RXN SMILES: [CH3:15][S:16]([O:17][CH2:20][C:21]1([C:24]#[N:25])[CH2:22][CH2:23]1)(=[O:18])=[O:19].[CH3:1][C:2]1([CH3:14])[O:3][B:4]([c:9]2[cH:10][n:11][nH:12][cH:13]2)[O:5][C:6]1([CH3:7])[CH3:8].[CH3:28][N:29]([CH3:30])[CH:31]=[O:32].[CH3:33][CH2:34][O:35][C:36](=[O:37])[CH3:38].[H-:26].[Na+:27]>>[CH3:1][C:2]1([CH3:14])[O:3][B:4]([c:9]2[cH:10][n:11]([CH2:20][C:21]3([C:24]#[N:25])[CH2:22][CH2:23]3)[n:12][cH:13]2)[O:5][C:6]1([CH3:7])[CH3:8]. Reactants: C(C)(C)(C)OC(NC(CC=O)(C)C)=O ((1,1-Dimethyl-3-oxo-propyl)-carbamic acid tert-butyl ester), NC(CC)C1=NN2C(C(N1CC1=CC=CC=C1)=O)=CC=C2 (2-(1-amino-propyl)-3-benzyl-3H-pyrrolo[2,1-f][1,2,4]triazin-4-one), [BH-](OC(=O)C)(OC(=O)C)OC(=O)C.[Na+] (NaBH(OAc)3). Run in CO (CH3OH). Reaction conditions: temperature 25 celsius, time 12 hour. Product: C(C)(C)(C)OC(NC(CCNC(CC)C1=NN2C(C(N1CC1=CC=CC=C1)=O)=CC=C2)(C)C)=O ((±)-{3-[1-(3-Benzyl-4-oxo-3,4-dihydro-pyrrolo[2,1-f][1,2,4]triazin-2-yl)-propylamino]-1,1-dimethyl-propyl}-carbamic acid tert-butyl ester). Isolated yield 56.9%. Reaction SMILES: [C:1]([O:5][C:6](=[O:14])[NH:7][C:8]([CH3:13])([CH3:12])[CH2:9][CH:10]=O)([CH3:4])([CH3:3])[CH3:2].[NH2:15][CH:16]([C:19]1[N:24]([CH2:25][C:26]2[CH:31]=[CH:30][CH:29]=[CH:28][CH:27]=2)[C:23](=[O:32])[C:22]2=[CH:33][CH:34]=[CH:35][N:21]2[N:20]=1)[CH2:17][CH3:18].[BH-](OC(C)=O)(OC(C)=O)OC(C)=O.[Na+]>CO>[C:1]([O:5][C:6](=[O:14])[NH:7][C:8]([CH3:13])([CH3:12])[CH2:9][CH2:10][NH:15][CH:16]([C:19]1[N:24]([CH2:25][C:26]2[CH:27]=[CH:28][CH:29]=[CH:30][CH:31]=2)[C:23](=[O:32])[C:22]2=[CH:33][CH:34]=[CH:35][N:21]2[N:20]=1)[CH2:17][CH3:18])([CH3:4])([CH3:3])[CH3:2] |f:2.3|. Reported procedure: (1,1-Dimethyl-3-oxo-propyl)-carbamic acid tert-butyl ester (19 mg, 0.564 mmol) and 2-(1-amino-propyl)-3-benzyl-3H-pyrrolo[2,1-f][1,2,4]triazin-4-one (Example 26, 120 mg, 0.376 mmol) were stirred in CH3OH (10 mL) for 1 h at 25° C. The mixture was then treated with NaBH(OAc)3 (119 mg, 0.564 mmol) and stirred for 12 h at 25° C. The mixture was concentrated under vacuum and purified by preparative HPLC using a YMC S10 ODS 30×100 mm column affording the desired material (100 mg, 57%) as a colorless o... Starting materials: COC1=CC=C(CN(C2=NC=C(C=N2)C=2C3=C(N=C(N2)N2CCOCC2)NCC3)CC3=CC=C(C=C3)OC)C=C1 (bis-(4-methoxy-benzyl)-[5-(2-morpholin-4-yl-6,7-dihydro-5H-pyrrolo[2,3-d]pyrimidin-4-yl)-pyrimidin-2-yl]-amine), CC1=C(C=C(C=C1)N1CCOCC1)N (2-methyl-5-morpholin-4-yl-phenylamine), C(C)N1CCN(CC1)C1=CC(=C(C=C1)NC(=O)N1CCC2=C1N=C(N=C2C=2C=NC(=NC2)N(CC2=CC=C(C=C2)OC)CC2=CC=C(C=C2)OC)N2CCOCC2)C (4-{2-[bis-(4-methoxy-benzyl)-amino]-pyrimidin-5-yl}-2-morpholin-4-yl-5,6-dihydro-pyrrolo[2,3-d]pyrimidine-7-carboxylic acid [4-(4-ethyl-piperazin-1-yl)-2-methyl-phenyl]-amide), C(C)N1CCN(CC1)C1=CC(=C(C=C1)N)C (4-(4-ethyl-piperazin-1-yl)-2-methyl-phenylamine), C(C)N1CCNCC1 (1-ethyl-piperazine), crude product. Product: C(C)N1CCN(CC1)C1=CC(=C(C=C1)NC(=O)N1CCC2=C1N=C(N=C2C=2C=NC(=NC2)N)N2CCOCC2)C (4-(2-Amino-pyrimidin-5-yl)-2-morpholin-4-yl-5,6-dihydro-pyrrolo[2,3-d]pyrimidine-7-carboxylic acid [4-(4-ethyl-piperazin-1-yl)-2-methyl-phenyl]-amide). Isolated yield 76.0%. As a reaction SMILES: COC1C=CC(CN(CC2C=CC(OC)=CC=2)C2N=CC(C3C4CCNC=4N=C(N4CCOCC4)N=3)=CN=2)=CC=1.C(N1CCN(C2C=CC(N)=C(C)C=2)CC1)C.C(N1CCNCC1)C.CC1C=CC(N2CCOCC2)=CC=1N.[CH2:79]([N:81]1[CH2:86][CH2:85][N:84]([C:87]2[CH:92]=[CH:91][C:90]([NH:93][C:94]([N:96]3[C:100]4[N:101]=[C:102]([N:130]5[CH2:135][CH2:134][O:133][CH2:132][CH2:131]5)[N:103]=[C:104]([C:105]5[CH:106]=[N:107][C:108]([N:111](CC6C=CC(OC)=CC=6)CC6C=CC(OC)=CC=6)=[N:109][CH:110]=5)[C:99]=4[CH2:98][CH2:97]3)=[O:95])=[C:89]([CH3:136])[CH:88]=2)[CH2:83][CH2:82]1)[CH3:80]>>[CH2:79]([N:81]1[CH2:86][CH2:85][N:84]([C:87]2[CH:92]=[CH:91][C:90]([NH:93][C:94]([N:96]3[C:100]4[N:101]=[C:102]([N:130]5[CH2:131][CH2:132][O:133][CH2:134][CH2:135]5)[N:103]=[C:104]([C:105]5[CH:110]=[N:109][C:108]([NH2:111])=[N:107][CH:106]=5)[C:99]=4[CH2:98][CH2:97]3)=[O:95])=[C:89]([CH3:136])[CH:88]=2)[CH2:83][CH2:82]1)[CH3:80]. Reported procedure: Using bis-(4-methoxy-benzyl)-[5-(2-morpholin-4-yl-6,7-dihydro-5H-pyrrolo[2,3-d]pyrimidin-4-yl)-pyrimidin-2-yl]-amine (150 mg), and 4-(4-ethyl-piperazin-1-yl)-2-methyl-phenylamine (67 mg) obtained using 1-ethyl-piperazine instead of morpholine in the same manner as Step A and Step B in Example 1-D-240, instead of 2-methyl-5-morpholin-4-yl-phenylamine, in the same manner as Step C in Example 1-D-237, 4-{2-[bis-(4-methoxy-benzyl)-amino]-pyrimidin-5-yl}-2-morpholin-4-yl-5,6-dihydro-pyrrolo[2,3-d]pyr... Reactants: NC1C(CCC1)CN ((2-Aminocyclopentyl)methylamine), ClC1=NC2=CC=CC=C2C(=C1)OC (2-chloro-4-methoxyquinoline), CCN(C(C)C)C(C)C (N,N′-diisopropylethylamine). Solvent: CO (methanol). Product: 880, N (ammonia), NC1C(CCC1)CNC1=NC2=CC=CC=C2C(=C1)OC (2-[(2-aminocyclopentyl)methylamino]-4-methoxyquinoline). The yield is 16.0%. Reaction SMILES: [NH2:1][CH:2]1[CH2:6][CH2:5][CH2:4][CH:3]1[CH2:7][NH2:8].Cl[C:10]1[CH:19]=[C:18]([O:20][CH3:21])[C:17]2[C:12](=[CH:13][CH:14]=[CH:15][CH:16]=2)[N:11]=1.CCN(C(C)C)C(C)C>CO>[NH3:1].[NH2:1][CH:2]1[CH2:6][CH2:5][CH2:4][CH:3]1[CH2:7][NH:8][C:10]1[CH:19]=[C:18]([O:20][CH3:21])[C:17]2[C:12](=[CH:13][CH:14]=[CH:15][CH:16]=2)[N:11]=1. Procedure: (2-Aminocyclopentyl)methylamine (0.50 g, 0.00438 mol), 2-chloro-4-methoxyquinoline (0.85 g, 0.00438 mol) and N,N′-diisopropylethylamine (1 ml) were stirred together at 80° C. in a sealed tube for 16 h. After cooling the mixture was diluted in methanol then concentrated onto silica gel and purified by silica gel chromatography (5%, 10% then 20% (10% 880 aqueous ammonia in methanol) in dichloromethane) to give the title compound as a white gum (50:50 mixture of cis and trans isomers; 0.095 g, 8%).... Yields the product C1=NC(=NN1[C@H]2[C@@H]([C@@H]([C@H](O2)COP(=O)(O)O)O)O)C(=O)N (Ribavirin 5'-Monophosphate). RXN SMILES: [CH:1]1[N:5]([C@@H:6]2[O:10][C@H:9]([CH2:11][OH:12])[C@@H:8]([OH:13])[C@H:7]2[OH:14])[N:4]=[C:3]([C:15]([NH2:17])=[O:16])[N:2]=1.O.P(Cl)(Cl)(Cl)=O.[P:24](OC)([O:28]C)([O:26]C)=[O:25]>>[CH:1]1[N:5]([C@@H:6]2[O:10][C@H:9]([CH2:11][O:12][P:24]([OH:28])([OH:26])=[O:25])[C@@H:8]([OH:13])[C@H:7]2[OH:14])[N:4]=[C:3]([C:15]([NH2:17])=[O:16])[N:2]=1. Run at time 30 minute. The reactants are C1=NC(=NN1[C@H]2[C@@H]([C@@H]([C@H](O2)CO)O)O)C(=O)N (Ribavirin), O (water), P(=O)(OC)(OC)OC (trimethyl phosphate), C1=NC(=NN1[C@H]2[C@@H]([C@@H]([C@H](O2)CO)O)O)C(=O)N (Ribavirin), P(=O)(Cl)(Cl)Cl (phosphorous oxychloride), O (water). Reported procedure: The manufacture and synthesis Ribavirin (ICN Pharmaceuticals, Costa Mesa Calif.) are described in U.S. Pat. No. 4,211,771, incorporated herein by reference. A dry 1 L ml 3-neck round bottom flask, equipped with a stir bar, gas inlet adapter, and thermometer, was charged with 50 g Ribavirin (0.204 moles), 500 ml trimethyl phosphate, and 0.367 ml de-ionized water (0.0204 moles). The mixture was cooled under nitrogen with an ice/water bath. When the temperature reached 10° C., 23.3 ml phosphorous o... Starting materials: N1=C(C=CC2=CC=CC=C12)COC=1C=C2C=CC(=CC2=CC1)CC(=O)O (6-(2-Quinolinylmethoxy)-2-naphthaleneacetic Acid), CN(C=O)C (dimethylformamide), crude product, C(C)(=O)OCC (ethyl acetate). The product is ON(C(CC1=CC2=CC=C(C=C2C=C1)OCC1=NC2=CC=CC=C2C=C1)=O)C (N-Hydroxy-N-methyl-6-(2-quinolinylmethoxy)-2-naphthaleneacetamide). RXN SMILES: [N:1]1[C:10]2[C:5](=[CH:6][CH:7]=[CH:8][CH:9]=2)[CH:4]=[CH:3][C:2]=1[CH2:11][O:12][C:13]1[CH:14]=[C:15]2[C:20](=[CH:21][CH:22]=1)[CH:19]=[C:18]([CH2:23][C:24]([OH:26])=O)[CH:17]=[CH:16]2.C[N:28]([CH3:31])C=O.C(OCC)(=[O:34])C>>[OH:34][N:28]([CH3:31])[C:24](=[O:26])[CH2:23][C:18]1[CH:17]=[CH:16][C:15]2[C:20](=[CH:21][CH:22]=[C:13]([O:12][CH2:11][C:2]3[CH:3]=[CH:4][C:5]4[C:10](=[CH:9][CH:8]=[CH:7][CH:6]=4)[N:1]=3)[CH:14]=2)[CH:19]=1. Procedure details: The title compound is prepared according to the method of Example 24 using the acid from Example 21 and omitting the dimethylformamide. The crude product is added to ethyl acetate, washed sequentially with saturated sodium bicarbonate and water, dried over magnesium sulfate to give a crude solid. Recrystallization of this solid from acetone affords the desired product as a crystalline solid having a melting point of 145°-146° C. The reactants are ClC=1C=C2C=CC(=CC2=CC1)S(=O)(=O)N[C@@H]1C(N(CC1)[C@H](C(=O)N1CCOCC1)C)=O (6-chloro-N-{(3S)-1-[(1S)-1-methyl-2-morpholin-4-yl-2-oxoethyl]-2-oxopyrrolidin-3-yl}naphthalene-2-sulfonamide), N(=NC(=O)OC(C)C)C(=O)OC(C)C (diisopropyl azodicarboxylate), O1C=C(C=C1)CO (3-furanmethanol), C(CCC)P(CCCC)CCCC (tri-n-butylphosphine). Run in C1CCOC1 (THF). Reaction conditions: time 60 hour. Yields the product ClC=1C=C2C=CC(=CC2=CC1)S(=O)(=O)N([C@@H]1C(N(CC1)[C@H](C(=O)N1CCOCC1)C)=O)CC1=COC=C1 (6-Chloro-N-(3-furylmethyl)-N-{(3S)-1-[(1S)-1-methyl-2-morpholin-4-yl-2-oxoethyl]-2-oxopyrrolidin-3-yl}naphthalene-2-sulfonamide). RXN SMILES: [Cl:1][C:2]1[CH:3]=[C:4]2[C:9](=[CH:10][CH:11]=1)[CH:8]=[C:7]([S:12]([NH:15][C@H:16]1[CH2:20][CH2:19][N:18]([C@@H:21]([CH3:30])[C:22]([N:24]3[CH2:29][CH2:28][O:27][CH2:26][CH2:25]3)=[O:23])[C:17]1=[O:31])(=[O:14])=[O:13])[CH:6]=[CH:5]2.N(C(OC(C)C)=O)=NC(OC(C)C)=O.[O:46]1[CH:50]=[CH:49][C:48]([CH2:51]O)=[CH:47]1.C(P(CCCC)CCCC)CCC>C1COCC1>[Cl:1][C:2]1[CH:3]=[C:4]2[C:9](=[CH:10][CH:11]=1)[CH:8]=[C:7]([S:12]([N:15]([CH2:51][C:48]1[CH:49]=[CH:50][O:46][CH:47]=1)[C@H:16]1[CH2:20][CH2:19][N:18]([C@@H:21]([CH3:30])[C:22]([N:24]3[CH2:29][CH2:28][O:27][CH2:26][CH2:25]3)=[O:23])[C:17]1=[O:31])(=[O:14])=[O:13])[CH:6]=[CH:5]2. Procedure: A solution of 6-chloro-N-{(3S)-1-[(1S)-1-methyl-2-morpholin-4-yl-2-oxoethyl]-2-oxopyrrolidin-3-yl}naphthalene-2-sulfonamide (0.015 g) in THF (0.5 ml) was treated with diisopropyl azodicarboxylate (0.01 ml), 3-furanmethanol (0.004 ml) and tri-n-butylphosphine (0.008 ml) and shaken at room temperature for 60 h. The mixture was concentrated under reduced pressure and the residue purified by mass directed preparative h.p.l.c. to give the title compound (0.015 g) as a colourless gum.